Dataset: the Open Reaction Database (ORD), a public repository of structured organic reaction records. Task: describe an organic reaction: reactants, conditions, products, and yield Reactants: CO, Cl, NN, O, Cc1nc2cc(OCC(O)CN3CCN(CCN4C(=O)c5ccccc5C4=O)CC3)ccc2s1. Product: Cc1nc2cc(OCC(O)CN3CCN(CCN)CC3)ccc2s1. Reaction SMILES: [CH3:39][OH:40].[ClH:38].[NH2:36][NH2:37].[OH2:35].[OH:1][CH:2]([CH2:3][N:4]1[CH2:5][CH2:6][N:7]([CH2:10][CH2:11][N:12]2[C:13](=[O:14])[c:15]3[cH:16][cH:17][cH:18][cH:19][c:20]3[C:21]2=[O:22])[CH2:8][CH2:9]1)[CH2:23][O:24][c:25]1[cH:26][cH:27][c:28]2[c:29]([n:30][c:31]([CH3:33])[s:32]2)[cH:34]1>>[OH:1][CH:2]([CH2:3][N:4]1[CH2:5][CH2:6][N:7]([CH2:10][CH2:11][NH2:12])[CH2:8][CH2:9]1)[CH2:23][O:24][c:25]1[cH:26][cH:27][c:28]2[c:29]([n:30][c:31]([CH3:33])[s:32]2)[cH:34]1. Reactants: CCN(C(C)C)C(C)C, O=C([O-])Cc1ccc([N+](=O)[O-])cc1, COc1ccccc1CNCC(C)(N)Cc1c[nH]c2ccccc12, C1CCOC1. Product: COc1ccccc1CN1CC(C)(Cc2c[nH]c3ccccc23)N=C1C. Reaction SMILES: [CH:25]([CH3:26])([N:27]([CH2:28][CH3:29])[CH:30]([CH3:31])[CH3:32])[CH3:33].[N+:34]([c:35]1[cH:36][cH:37][c:38]([CH2:39][C:40]([O-:41])=[O:42])[cH:43][cH:44]1)([O-:45])=[O:46].[NH2:1][C:2]([CH2:3][NH:4][CH2:5][c:6]1[c:7]([O:12][CH3:13])[cH:8][cH:9][cH:10][cH:11]1)([CH2:14][c:15]1[cH:16][nH:17][c:18]2[cH:19][cH:20][cH:21][cH:22][c:23]12)[CH3:24].[O:47]1[CH2:48][CH2:49][CH2:50][CH2:51]1>>[N:1]1=[C:25]([CH3:26])[N:4]([CH2:5][c:6]2[c:7]([O:12][CH3:13])[cH:8][cH:9][cH:10][cH:11]2)[CH2:3][C:2]1([CH2:14][c:15]1[cH:16][nH:17][c:18]2[cH:19][cH:20][cH:21][cH:22][c:23]12)[CH3:24]. Reactants: CC1=C(N)C(=CC=C1)C (2,6-dimethyl aniline), C(C(=O)C)(=O)OC (methyl pyruvate). Reagents/catalysts: [Cl-].[Cl-].[Zn+2] (ZnCl2). Run in C1=CC=CC=C1 (benzene). Product: CC(C(=O)OC)=NC1=C(C=CC=C1C)C (N-(methyl-methoxycarbonyl-methylene)-2,6-dimethyl aniline). Reaction SMILES: [CH3:1][C:2]1[CH:8]=[CH:7][CH:6]=[C:5]([CH3:9])[C:3]=1[NH2:4].[C:10]([O:15][CH3:16])(=[O:14])[C:11]([CH3:13])=O>C1C=CC=CC=1.[Cl-].[Cl-].[Zn+2]>[CH3:13][C:11](=[N:4][C:3]1[C:5]([CH3:9])=[CH:6][CH:7]=[CH:8][C:2]=1[CH3:1])[C:10]([O:15][CH3:16])=[O:14] |f:3.4.5|. Reported procedure: A solution of 2,6-dimethyl aniline (37.2 ml; 0.3 mol) in benzene (200 ml) was added with 0.5 g of ZnCl2 and, dropwise at room temperature, with 33.2 ml (0.33 mol) of methyl pyruvate. RXN SMILES: [CH3:43][S:44](=[O:45])[CH3:46].[CH:33]([N:34]([CH:35]([CH3:36])[CH3:37])[CH2:38][CH3:39])([CH3:40])[CH3:41].[OH2:42].[c:16]1(-[c:22]2[n:23][s:24][c:25]([N:27]3[CH2:28][CH2:29][NH:30][CH2:31][CH2:32]3)[n:26]2)[cH:17][cH:18][cH:19][cH:20][cH:21]1.[n:1]1[cH:2][cH:3][c:4]([NH:7][C:8]([O:9][CH2:10][C:11]([Cl:12])([Cl:13])[Cl:14])=[O:15])[cH:5][cH:6]1>>[n:1]1[cH:2][cH:3][c:4]([NH:7][C:8](=[O:15])[N:30]2[CH2:29][CH2:28][N:27]([c:25]3[s:24][n:23][c:22](-[c:16]4[cH:17][cH:18][cH:19][cH:20][cH:21]4)[n:26]3)[CH2:32][CH2:31]2)[cH:5][cH:6]1. The reactants are CS(C)=O, CCN(C(C)C)C(C)C, O, c1ccc(-c2nsc(N3CCNCC3)n2)cc1, O=C(Nc1ccncc1)OCC(Cl)(Cl)Cl. The product is O=C(Nc1ccncc1)N1CCN(c2nc(-c3ccccc3)ns2)CC1. Starting materials: COC1=CC=C(C=C1)S(=O)(=O)C1=NC=CC=N1 (2-(4-methoxybenzenesulphonyl)pyrimidine), Br (hydrobromic acid), N (ammonia). Run at temperature 90 celsius. Yields the product OC1=CC=C(C=C1)S(=O)(=O)C1=NC=CC=N1 (2-(4-Hydroxybenzenesulphonyl)pyrimidine). As a reaction SMILES: C[O:2][C:3]1[CH:8]=[CH:7][C:6]([S:9]([C:12]2[N:17]=[CH:16][CH:15]=[CH:14][N:13]=2)(=[O:11])=[O:10])=[CH:5][CH:4]=1.Br.N>>[OH:2][C:3]1[CH:8]=[CH:7][C:6]([S:9]([C:12]2[N:13]=[CH:14][CH:15]=[CH:16][N:17]=2)(=[O:11])=[O:10])=[CH:5][CH:4]=1. Procedure: A mixture of 4.6×10-3 mol of 2-(4-methoxybenzenesulphonyl)pyrimidine and 10 of 47%-hydrobromic acid was heated for - hour at 90° C. The reaction medium was neutralized to a pH of 7 with an ammonia solution and the pasty residue was extracted with dichloromethane. The organic phase was then dried and evaporated and the residue so provided was purified by chromatography on a silica column using dichloromethane as eluent. Product: O=C1CC(c2cccc(-n3ccnc3)c2)=Nc2cc(N3CCOC3=O)c(-c3ccc(F)cc3)cc2N1. Starting materials: CC(C)(C)OC(=O)Nc1cc(N2CCOC2=O)c(-c2ccc(F)cc2)cc1NC(=O)CC(=O)c1cccc(-n2ccnc2)c1, ClCCl, O=C(O)C(F)(F)F. Reaction SMILES: [C:1]([O:2][C:3](=[O:4])[NH:7][c:8]1[cH:9][c:10]([N:38]2[C:39](=[O:43])[O:40][CH2:41][CH2:42]2)[c:11](-[c:31]2[cH:32][cH:33][c:34]([F:37])[cH:35][cH:36]2)[cH:12][c:13]1[NH:14][C:15]([CH2:16][C:17](=[O:5])[c:19]1[cH:20][c:21](-[n:25]2[cH:26][n:27][cH:28][cH:29]2)[cH:22][cH:23][cH:24]1)=[O:30])([CH3:6])([CH3:18])[CH3:44].[Cl:52][CH2:53][Cl:54].[F:45][C:46]([F:47])([F:48])[C:49]([OH:50])=[O:51]>>[N:7]1=[C:17]([c:19]2[cH:20][c:21](-[n:25]3[cH:26][n:27][cH:28][cH:29]3)[cH:22][cH:23][cH:24]2)[CH2:16][C:15](=[O:30])[NH:14][c:13]2[c:8]1[cH:9][c:10]([N:38]1[C:39](=[O:43])[O:40][CH2:41][CH2:42]1)[c:11](-[c:31]1[cH:32][cH:33][c:34]([F:37])[cH:35][cH:36]1)[cH:12]2. Reactants: O=C=Nc1ccc(F)cc1F, Nc1cnc2ccc(Cl)cc2c1-c1ccccc1, C1CCOC1. Product: O=C(Nc1ccc(F)cc1F)Nc1cnc2ccc(Cl)cc2c1-c1ccccc1. As a reaction SMILES: [F:1][c:2]1[c:3]([N:9]=[C:10]=[O:11])[cH:4][cH:5][c:6]([F:8])[cH:7]1.[NH2:12][c:13]1[cH:14][n:15][c:16]2[cH:17][cH:18][c:19]([Cl:29])[cH:20][c:21]2[c:22]1-[c:23]1[cH:24][cH:25][cH:26][cH:27][cH:28]1.[O:30]1[CH2:31][CH2:32][CH2:33][CH2:34]1>>[F:1][c:2]1[c:3]([NH:9][C:10](=[O:11])[NH:12][c:13]2[cH:14][n:15][c:16]3[cH:17][cH:18][c:19]([Cl:29])[cH:20][c:21]3[c:22]2-[c:23]2[cH:24][cH:25][cH:26][cH:27][cH:28]2)[cH:4][cH:5][c:6]([F:8])[cH:7]1. The reactants are C[C@@H]1N(C[C@H](NC1)C)C=1C2=C(N=CN1)NC=C2C (4-(trans-2,5-dimethylpiperazin-1-yl)-5-methyl-7H-pyrrolo[2,3-d]pyrimidine), BrC=1C=C(C=CC1)NC(OC1=CC=CC=C1)=NC#N (phenyl N-3-bromophenyl-N′-cyanocarbamimidate), C(C)(C)N(C(C)C)CC (N,N-diisopropylethylamine). The solvent is C(C)(C)O (isopropanol). Run at temperature 150 celsius. Product: BrC=1C=C(C=CC1)N\C(=N/C#N)\N1C(CN(C(C1)C)C=1C2=C(N=CN1)NC=C2C)C ((E)-N-(3-bromophenyl)-N′-cyano-2,5-dimethyl-4-(5-methyl-7H-pyrrolo[2,3-d]pyrimidin-4-yl)piperazine-1-carboximidamide). Yield: 19.0%. RXN SMILES: [CH3:1][C@H:2]1[CH2:7][NH:6][C@H:5]([CH3:8])[CH2:4][N:3]1[C:9]1[C:10]2[C:17]([CH3:18])=[CH:16][NH:15][C:11]=2[N:12]=[CH:13][N:14]=1.[Br:19][C:20]1[CH:21]=[C:22]([NH:26][C:27](=[N:35][C:36]#[N:37])OC2C=CC=CC=2)[CH:23]=[CH:24][CH:25]=1.C(N(CC)C(C)C)(C)C>C(O)(C)C>[Br:19][C:20]1[CH:21]=[C:22]([NH:26]/[C:27](/[N:6]2[CH2:7][CH:2]([CH3:1])[N:3]([C:9]3[C:10]4[C:17]([CH3:18])=[CH:16][NH:15][C:11]=4[N:12]=[CH:13][N:14]=3)[CH2:4][CH:5]2[CH3:8])=[N:35]\[C:36]#[N:37])[CH:23]=[CH:24][CH:25]=1. Reported procedure: The dimethyl piperazine from step A (80 mg, 0.32 mmol), phenyl N-3-bromophenyl-N′-cyanocarbamimidate, from Example 5, step A, (100 mg, 0.32 mmol) and N,N-diisopropylethylamine (0.20 ml) were added to isopropanol (10 ml). The mixture was heated at 150° C. for 20 min in a microwave, then concentrated under vacuum. The material was purified prep HPLC (Sunfire C18 30×250 mm column, 10-100% MeCN:H2O (10 mM NH4OAc), 18 min., 45 ml/min) to give (E)-N-(3-bromophenyl)-N′-cyano-2,5-dimethyl-4-(5-methyl-7H... Reactants: ClCC(=O)C(Cl)(Cl)Cl (tetrachloroacetone), C1=CCCCCCC1 (cyclooctene), C(Cl)(Cl)Cl (chloroform), OO (hydrogen peroxide). Solvent: O (water). The product is C12C(CCCCCC1)O2 (cyclooctene oxide). Isolated yield 83.0%. As a reaction SMILES: OO.Cl[CH2:4][C:5]([C:7](Cl)(Cl)Cl)=[O:6].[CH:11]1[CH2:18][CH2:17]CCC[CH2:13][CH:12]=1.C(Cl)(Cl)Cl>O>[CH:4]12[O:6][CH:5]1[CH2:7][CH2:13][CH2:12][CH2:11][CH2:18][CH2:17]2. Procedure details: There were added 13.68 parts of a 50% aqueous hydrogen peroxide to a refluxing mixture of 3.92 parts of tetrachloroacetone, 11.58 parts of cyclooctene and 149 parts of chloroform. Water was removed continuously as it was formed, over a period of 4 hours of heating. The removed water was then added to the reaction mixture. The organic phase was then separated from the aqueous phase. Based on VPC analysis there was obtained an 83% yield of cyclooctene oxide. The reactants are FC1=CC=C(C=C1)SC1=C(C=CC=C1)C=CCNO (N-[3-[2-(4-fluorophenylthio)phenyl]prop-2-enyl]hydroxylamine), C[Si](C)(C)N=C=O (trimethylsilylisocyanate), [NH4+].[Cl-] (NH4Cl). Conditions: time 8 hour. As a reaction SMILES: [F:1][C:2]1[CH:7]=[CH:6][C:5]([S:8][C:9]2[CH:14]=[CH:13][CH:12]=[CH:11][C:10]=2[CH:15]=[CH:16][CH2:17][NH:18][OH:19])=[CH:4][CH:3]=1.C[Si]([N:24]=[C:25]=[O:26])(C)C.[NH4+].[Cl-]>O1CCOCC1>[OH:19][N:18]([CH2:17][CH:16]=[CH:15][C:10]1[CH:11]=[CH:12][CH:13]=[CH:14][C:9]=1[S:8][C:5]1[CH:6]=[CH:7][C:2]([F:1])=[CH:3][CH:4]=1)[C:25]([NH2:24])=[O:26] |f:2.3|. The product is ON(C(=O)N)CC=CC1=C(C=CC=C1)SC1=CC=C(C=C1)F (N-hydroxy-N-[3-[2-(4-fluorphenylthio)phenyl]prop-2-enyl]urea). The solvent is O1CCOCC1 (dioxane). Procedure details: To N-[3-[2-(4-fluorophenylthio)phenyl]prop-2-enyl]hydroxylamine (1.30 g; 4.7 mmol) in 24 ml of dry dioxane was added trimethylsilylisocyanate dropwise and the reaction mixture stirred at room temperature overnight. The mixture was poured into saturated NH4Cl and extracted twice with diethyl ether. The organics were combined, washed with 1N HCl and twice with water, and then brine, and dried over MgSO4. The solids were recrystallized from ethyl acetate and washed with cold diethyl ether to afford...